This data is from the Open Reaction Database (ORD), a public repository of structured organic reaction records. The task is: describe an organic reaction: reactants, conditions, products, and yield The reactants are FC=1C=C2C(=CNC2=CC1)CC(=O)O (5-fluoro-indol-3-acetic acid), [H-].[H-].[H-].[H-].[Li+].[Al+3] (LiAlH4). The solvent is C1CCOC1 (THF). Reaction conditions: time 0.5 hour. The product is FC=1C=C2C(=CNC2=CC1)CCO (2-(5-Fluoro-1H-indol-3-yl)ethanol). Isolated yield 102.5%. As a reaction SMILES: [F:1][C:2]1[CH:3]=[C:4]2[C:8](=[CH:9][CH:10]=1)[NH:7][CH:6]=[C:5]2[CH2:11][C:12](O)=[O:13].[H-].[H-].[H-].[H-].[Li+].[Al+3]>C1COCC1>[F:1][C:2]1[CH:3]=[C:4]2[C:8](=[CH:9][CH:10]=1)[NH:7][CH:6]=[C:5]2[CH2:11][CH2:12][OH:13] |f:1.2.3.4.5.6|. Procedure: To a solution of 5-fluoro-indol-3-acetic acid (4.3 g, 0.022 mol) in anhydrous THF (35 ml) was added LiAlH4(1.0M, 33 ml, 0.033 mol) at 0° C. The mixture was allowed to stir for 0.5 hours and, then quenched by saturated NH4Cl solution. The mixture was then filtered through celite. The filtrate was washed with IN NaOH (3×100 ml) and extracted with ethyl acetate (3×100 ml). The organic layer was dried over anhydrous sodium sulfate, filtered, and the solvent was removed under vacuum. Chromatography (... The reactants are C(C=CC)C1C(C2=C(C=CC=C2CC1)Cl)=O (2-(2-buten-1-yl)-8-chloro-1-tetralone), CO (methanol). Solvent: ClCCl (dichloromethane). Reaction conditions: time 15 hour. Yields the product ClC=1C=CC=C2CCC(C(C12)=O)CC=O (8-chloro-2-(2-oxoethyl)-1-tetralone). Yield: 83.0%. Reaction SMILES: [CH2:1]([CH:5]1[CH2:14][CH2:13][C:12]2[C:7](=[C:8]([Cl:15])[CH:9]=[CH:10][CH:11]=2)[C:6]1=[O:16])[CH:2]=CC.C[OH:18]>ClCCl>[Cl:15][C:8]1[CH:9]=[CH:10][CH:11]=[C:12]2[C:7]=1[C:6](=[O:16])[CH:5]([CH2:1][CH:2]=[O:18])[CH2:14][CH2:13]2. Reported procedure: 7.7 g of 2-(2-buten-1-yl)-8-chloro-1-tetralone were dissolved in a mixture of 220 ml of dichloromethane and 60 ml of methanol, cooled to -75° and the double bond was ozonized in the usual manner. After flushing the reaction mixture with oxygen and argon, 4.8 ml of dimethyl sulfide were added dropwise. The mixture was left to warm slowly to room temperature and was stirred for an additional 15 hours. The crude product (10.8 g) was dissolved in about 100 ml of dichloromethane and added to a mixtur... The reactants are ClCCl, O=C(Cl)Oc1ccc([N+](=O)[O-])cc1, O=C(NCCCCCCO)OC1CCN(C(=O)Oc2ccc(Oc3ccccc3)cc2)CC1, c1ccncc1. The product is O=C(NCCCCCCOC(=O)Oc1ccc([N+](=O)[O-])cc1)OC1CCN(C(=O)Oc2ccc(Oc3ccccc3)cc2)CC1. RXN SMILES: [CH2:53]([Cl:54])[Cl:55].[Cl:40][C:41](=[O:42])[O:43][c:44]1[cH:45][cH:46][c:47]([N+:50](=[O:51])[O-:52])[cH:48][cH:49]1.[O:1]([c:2]1[cH:3][cH:4][cH:5][cH:6][cH:7]1)[c:8]1[cH:9][cH:10][c:11]([O:14][C:15](=[O:16])[N:17]2[CH2:18][CH2:19][CH:20]([O:23][C:24](=[O:25])[NH:26][CH2:27][CH2:28][CH2:29][CH2:30][CH2:31][CH2:32][OH:33])[CH2:21][CH2:22]2)[cH:12][cH:13]1.[cH:34]1[cH:35][cH:36][n:37][cH:38][cH:39]1>>[O:1]([c:2]1[cH:3][cH:4][cH:5][cH:6][cH:7]1)[c:8]1[cH:9][cH:10][c:11]([O:14][C:15](=[O:16])[N:17]2[CH2:18][CH2:19][CH:20]([O:23][C:24](=[O:25])[NH:26][CH2:27][CH2:28][CH2:29][CH2:30][CH2:31][CH2:32][O:33][C:41](=[O:42])[O:43][c:44]3[cH:45][cH:46][c:47]([N+:50](=[O:51])[O-:52])[cH:48][cH:49]3)[CH2:21][CH2:22]2)[cH:12][cH:13]1. RXN SMILES: [BH4-:1].[CH3:44][OH:45].[F:3][C:4]([c:5]1[cH:6][c:7]([CH2:8][N:9]([C:10]([O:11][CH3:12])=[O:13])[CH2:14][c:15]2[c:16](-[c:25]3[c:26]([O:33][CH3:34])[cH:27][cH:28][c:29]([CH:31]=[O:32])[cH:30]3)[cH:17][cH:18][c:19]([C:21]([F:22])([F:23])[F:24])[cH:20]2)[cH:35][c:36]([C:38]([F:39])([F:40])[F:41])[cH:37]1)([F:42])[F:43].[Na+:2]>>[F:3][C:4]([c:5]1[cH:6][c:7]([CH2:8][N:9]([C:10]([O:11][CH3:12])=[O:13])[CH2:14][c:15]2[c:16](-[c:25]3[c:26]([O:33][CH3:34])[cH:27][cH:28][c:29]([CH2:31][OH:32])[cH:30]3)[cH:17][cH:18][c:19]([C:21]([F:22])([F:23])[F:24])[cH:20]2)[cH:35][c:36]([C:38]([F:39])([F:40])[F:41])[cH:37]1)([F:42])[F:43]. The reactants are [BH4-], CO, COC(=O)N(Cc1cc(C(F)(F)F)cc(C(F)(F)F)c1)Cc1cc(C(F)(F)F)ccc1-c1cc(C=O)ccc1OC, [Na+]. Yields the product COC(=O)N(Cc1cc(C(F)(F)F)cc(C(F)(F)F)c1)Cc1cc(C(F)(F)F)ccc1-c1cc(CO)ccc1OC. Starting materials: ClC=1C=C(C=O)C=CC1 (3-chlorobenzaldehyde), C(CC(=O)O)(=O)O (malonic acid), N1=CC=CC=C1 (pyridine), Cl (hydrochloric acid). Solvent: O (water). Yields the product ClC=1C=C(C=CC(=O)O)C=CC1 (3-chlorocinnamic acid). RXN SMILES: [Cl:1][C:2]1[CH:3]=[C:4]([CH:7]=[CH:8][CH:9]=1)[CH:5]=O.C(O)(=O)[CH2:11][C:12]([OH:14])=[O:13].N1C=CC=CC=1.Cl>O>[Cl:1][C:2]1[CH:3]=[C:4]([CH:7]=[CH:8][CH:9]=1)[CH:5]=[CH:11][C:12]([OH:14])=[O:13]. Procedure details: The starting material is prepared as follows: The mixture of 50 g of 3-chlorobenzaldehyde, 41 g of malonic acid and 36 ml of pyridine is heated on the steam bath for 3 hours. The residue is dissolved in 200 ml of water, the solution acidified with hydrochloric acid, filtered, and the residue recrystallized from aqueous ethanol, to yield the 3-chlorocinnamic acid melting at 150°-152°. Starting materials: ClC1=CC=NC=C1 (4-chloropyridine), O.NN (hydrazine monohydrate). The solvent is C(CC)O (1-propanol). Run at temperature 0 celsius. Yields the product Cl.N(N)C1=CC=NC=C1 (4-Hydrazinopyridine hydrochloride). Isolated yield 72.0%. Reaction SMILES: [Cl:1][C:2]1[CH:7]=[CH:6][N:5]=[CH:4][CH:3]=1.O.[NH2:9][NH2:10]>C(O)CC>[ClH:1].[NH:9]([C:2]1[CH:7]=[CH:6][N:5]=[CH:4][CH:3]=1)[NH2:10] |f:1.2,4.5|. Procedure: The title compound was prepared according to the method described in J. Chem. Soc., p. 3830 (1959). A solution of 4-chloropyridine (16.5 g, 145 mmol) and hydrazine monohydrate (7.76 mL, 160 mmol) in 1-propanol (50 mL) was heated under reflux for 18 hours. The solution was cooled to 0° C., and the resulting crystals were collected by filtration. The crystals were washed with cold 1-propanol and air dried to give the title compound (15.2 g, 72% yield). The compound was used in the following proces... The reactants are N1C=CC2=CC=CC=C12 (indole), N1C=CC2=CC=CC=C12 (indole), CC(C)(C)[O-].[K+] (KOtBu), solution, CN1CCCC1=O (NMP). Conditions: temperature 20 celsius. Yields the product N1(C=CC2=CC=CC=C12)N (1H-indol-1-amine). RXN SMILES: [NH:1]1[C:9]2[C:4](=[CH:5][CH:6]=[CH:7][CH:8]=2)[CH:3]=[CH:2]1.CC([O-])(C)C.[K+].C[N:17]1C(=O)CCC1>>[N:1]1([NH2:17])[C:9]2[C:4](=[CH:5][CH:6]=[CH:7][CH:8]=2)[CH:3]=[CH:2]1 |f:1.2|. Reported procedure: Step 1 —Preparation of HOSA/indole solution: A 50-gal glass lined steel reactor is charged with 120.2 kg (116.3 L) NMP under nitrogen purge and slight exhaust, while the reactor temperature is maintained at 19–23° C. With agitation (ca. 130 rpm), charge 33.8 kg (32.8 kg corrected for 97% purity) HOSA in three portions (ca. 15.8 kg, 9.0 kg and 9.0 kg) through the manhole ca. 15–30 min apart. Expect an initial exotherm of 10–15° C. temperature rise. Circulate chilled water through the jacket or us... RXN SMILES: [Br:1][c:2]1[cH:3][c:4]2[c:5]3[c:6]([cH:7][n:8][c:9]2[cH:10][cH:11]1)[NH:12][C:13](=[O:42])[CH2:14][N:15]3[c:16]1[cH:17][c:18]([C:38]([F:39])([F:40])[F:41])[c:19]([N:22]2[CH2:23][CH2:24][CH:25]([C:28](=[O:29])[NH:30][CH:31]3[CH2:32][CH2:33][N:34]([CH3:37])[CH2:35][CH2:36]3)[CH2:26][CH2:27]2)[cH:20][cH:21]1.[Na+:62].[Na+:63].[O-:64][C:65](=[O:66])[O-:67].[O:56]1[CH2:57][CH2:58][O:59][CH2:60][CH2:61]1.[n:43]1[cH:44][c:45]([B:53]([OH:54])[OH:55])[cH:46][c:47]2[cH:48][cH:49][cH:50][cH:51][c:52]12>>[c:2]1(-[c:45]2[cH:44][n:43][c:52]3[c:47]([cH:46]2)[cH:48][cH:49][cH:50][cH:51]3)[cH:3][c:4]2[c:5]3[c:6]([cH:7][n:8][c:9]2[cH:10][cH:11]1)[NH:12][C:13](=[O:42])[CH2:14][N:15]3[c:16]1[cH:17][c:18]([C:38]([F:39])([F:40])[F:41])[c:19]([N:22]2[CH2:23][CH2:24][CH:25]([C:28](=[O:29])[NH:30][CH:31]3[CH2:32][CH2:33][N:34]([CH3:37])[CH2:35][CH2:36]3)[CH2:26][CH2:27]2)[cH:20][cH:21]1. Starting materials: CN1CCC(NC(=O)C2CCN(c3ccc(N4CC(=O)Nc5cnc6ccc(Br)cc6c54)cc3C(F)(F)F)CC2)CC1, [Na+], [Na+], O=C([O-])[O-], C1COCCO1, OB(O)c1cnc2ccccc2c1. Product: CN1CCC(NC(=O)C2CCN(c3ccc(N4CC(=O)Nc5cnc6ccc(-c7cnc8ccccc8c7)cc6c54)cc3C(F)(F)F)CC2)CC1. Reactants: O=C(O)c1cc(Br)cnc1O, CN(C)C=O, Cc1ccccc1, O=S(Cl)Cl. Yields the product O=C(O)c1cc(Br)cnc1Cl. RXN SMILES: [Br:1][c:2]1[cH:3][n:4][c:5]([OH:11])[c:6]([C:7](=[O:8])[OH:9])[cH:10]1.[CH3:16][N:17]([CH3:18])[CH:19]=[O:20].[CH3:21][c:22]1[cH:23][cH:24][cH:25][cH:26][cH:27]1.[S:12]([Cl:13])([Cl:14])=[O:15]>>[Br:1][c:2]1[cH:3][n:4][c:5]([Cl:14])[c:6]([C:7](=[O:8])[OH:9])[cH:10]1.